From a dataset of the Open Reaction Database (ORD), a public repository of structured organic reaction records. describe an organic reaction: reactants, conditions, products, and yield The reactants are NC1=CC=C(C[C@H](N)C(=O)O)C=C1 (p-aminophenylalanine), S(=O)(Cl)Cl (thionyl chloride), CO (methanol). The solvent is C(C)(=O)OCC (ethyl acetate). Product: COC([C@@H](N)CC1=CC=C(C=C1)N)=O (p-Aminophenylalanine methyl ester). Isolated yield 88.5%. Reaction SMILES: [NH2:1][C:2]1[CH:13]=[CH:12][C:5]([CH2:6][C@@H:7]([C:9]([OH:11])=[O:10])[NH2:8])=[CH:4][CH:3]=1.S(Cl)(Cl)=O.[CH3:18]O>C(OCC)(=O)C>[CH3:18][O:10][C:9](=[O:11])[C@H:7]([CH2:6][C:5]1[CH:4]=[CH:3][C:2]([NH2:1])=[CH:13][CH:12]=1)[NH2:8]. Procedure: To a stirred solution of p-aminophenylalanine (2.05 g, 9.9 mmol) in methanol (100 ml) at 0° C. was added thionyl chloride (20 ml) dropwise. Upon complete addition the reaction mixture was heated under reflux. After 24 hours the reaction mixture was cooled and reduced under pressure to give a brown oil. The brown oil was taken up in ethyl acetate (200 ml) and washed with saturated sodium bicarbonate solution (200 ml). The aqueous layer was further extracted with ethyl acetate (5×200 ml). The comb... The reactants are CC(=C)C(CC\C(=C/CC\C(=C\COC1OCCCC1)\C)\C)O ((6Z,10E)-2,6,10-trimethyl-12-[(tetrahydro-2H-pyran-2-yl)oxy]-1,6,10-dodecatrien-3-ol). The reagents and catalysts are [O-2].[O-2].[Mn+4] (manganese dioxide). Run in C(Cl)Cl (methylene chloride). Conditions: time 18 hour. The product is OC/C=C(/CC\C=C(/CCC(C(=C)C)=O)\C)\C ((6Z,10E)-12-hydroxy-2,6,10-trimethyl-1,6,10-dodecatrien-3-one). Reaction SMILES: [CH3:1][C:2]([CH:4]([OH:23])[CH2:5][CH2:6]/[C:7](/[CH3:22])=[CH:8]\[CH2:9][CH2:10]/[C:11](/[CH3:21])=[CH:12]/[CH2:13][O:14]C1CCCCO1)=[CH2:3]>C(Cl)Cl.[O-2].[O-2].[Mn+4]>[OH:14][CH2:13]/[CH:12]=[C:11](\[CH3:21])/[CH2:10][CH2:9]/[CH:8]=[C:7](/[CH3:22])\[CH2:6][CH2:5][C:4](=[O:23])[C:2]([CH3:3])=[CH2:1] |f:2.3.4|. Procedure: A solution of 0.5 g (0.0016 mol) of (6Z,10E)-2,6,10-trimethyl-12-[(tetrahydro-2H-pyran-2-yl)oxy]-1,6,10-dodecatrien-3-ol dissolved in 15 ml of methylene chloride is treated with 10 g of manganese dioxide. The suspension is stirred at room temperature for 18 hours under argon. After filtration and removal of the solvent the residue is chromatographed on silica gel with ether-hexane 10:1. The product, containing (6Z,10E)-2,6,10-trimethyl-12-[(tetrahydro-2H-pyran-2-yl)oxy]-1,6,10-dodecatrien-3-one,... Reactants: Cl (hydrochloric acid), [Cl-].[Al+3].[Cl-].[Cl-] (aluminum chloride), ice water, CC(C(=O)Cl)C (2-methylpropanoyl chloride), C1(N(C(C2=CC=CC=C12)=O)C1CC2=CC=CC=C2C1)=O (2-(1,3-isoindolinedion-2-yl)indane). Run in ClC(C)Cl (dichloroethane), ClC(C)Cl (dichloroethane). Run at time 3 hour. Yields the product C1(N(C(C2=CC=CC=C12)=O)C1CC2=CC=C(C=C2C1)C(C(C)C)=O)=O (2-(1,3-isoindolinedion-2-yl )-5-(2-methylpropionyl)indane). Isolated yield 73.7%. Reaction SMILES: [Cl-].[Al+3].[Cl-].[Cl-].[CH3:5][CH:6]([CH3:10])[C:7](Cl)=[O:8].[C:11]1(=[O:30])[C:19]2[C:14](=[CH:15][CH:16]=[CH:17][CH:18]=2)[C:13](=[O:20])[N:12]1[CH:21]1[CH2:29][C:28]2[C:23](=[CH:24][CH:25]=[CH:26][CH:27]=2)[CH2:22]1.Cl>ClC(Cl)C>[C:11]1(=[O:30])[C:19]2[C:14](=[CH:15][CH:16]=[CH:17][CH:18]=2)[C:13](=[O:20])[N:12]1[CH:21]1[CH2:22][C:23]2[C:28](=[CH:27][CH:26]=[C:25]([C:7](=[O:8])[CH:6]([CH3:10])[CH3:5])[CH:24]=2)[CH2:29]1 |f:0.1.2.3|. Reported procedure: To 8.00 g of anhydrous aluminum chloride suspended in 100 ml of dichloroethane was added dropwise 3.20 g of 2-methylpropanoyl chloride dissolved in 50 ml of dichloroethane under ice cooling. Then, to the mixture was added 5.27 g of 2-(1,3-isoindolinedion-2-yl)indane, and the mixture was stirred for 3 hours. The reaction mixture was poured into ice water containing hydrochloric acid, the organic layer was collected by separation, washed with water and dried, and then the solvent was removed. The ...